From a dataset of the Open Reaction Database (ORD), a public repository of structured organic reaction records. describe an organic reaction: reactants, conditions, products, and yield Starting materials: NC1=CC(=NN1C(=O)N)C1=CC=CC=C1 (5-Amino-3-phenyl-1H-pyrazole-1-carboxamide). The solvent is COC(CCCC)(OC)OC (trimethylorthovalerate), hexanes. Conditions: temperature 130 celsius. Yields the product C(CCC)C=1NC=2N(C(N1)=O)N=C(C2)C2=CC=CC=C2 (2-Butyl-7-phenyl-pyrazolo[1,5-a]-1,3,5-triazin-4(1H)-one). Yield: 150.7%. As a reaction SMILES: [NH2:1][C:2]1[N:6]([C:7]([NH2:9])=[O:8])[N:5]=[C:4]([C:10]2[CH:15]=[CH:14][CH:13]=[CH:12][CH:11]=2)[CH:3]=1>COC(OC)(OC)CCCC>[CH2:3]([C:2]1[NH:1][C:2]2[N:6]([N:5]=[C:4]([C:10]3[CH:11]=[CH:12][CH:13]=[CH:14][CH:15]=3)[CH:3]=2)[C:7](=[O:8])[N:9]=1)[CH2:4][CH2:10][CH3:11]. Procedure details: A mixture of 4.0 g of the product of Example 2 and 10 ml of trimethylorthovalerate is heated at 130° C. for 1 hour. The reaction mixture is cooled to room temperature and diluted with 400 ml of hexanes. The resulting solid is collected, washed with hexanes and dried to give 4.0 g of the desired product as colorless crystalline solid, m.p. 234° C.